From a dataset of the Open Reaction Database (ORD), a public repository of structured organic reaction records. describe an organic reaction: reactants, conditions, products, and yield Reactants: CC(C)(C)[Si](C)(C)Cl, [N-]=[N+]=NCCO. Yields the product CC(C)(C)[Si](C)(C)OCCN=[N+]=[N-]. As a reaction SMILES: [C:7]([CH3:8])([CH3:9])([CH3:10])[Si:11]([CH3:12])([CH3:13])[Cl:14].[N:1](=[N+:2]=[N-:3])[CH2:4][CH2:5][OH:6]>>[N:1](=[N+:2]=[N-:3])[CH2:4][CH2:5][O:6][Si:11]([C:7]([CH3:8])([CH3:9])[CH3:10])([CH3:12])[CH3:13]. Starting materials: CN(C(=O)Cl)C (N,N-dimethylcarbamoyl chloride), [H-].[Na+] (sodium hydride), O1CCCC1 (tetrahydrofuran), O1CCCC1 (tetrahydrofuran), CC=1C=C(C=C(C1SC1=NC=CC=C1)C)O (3,5-dimethyl-4-(2-pyridylthio)phenol), O1CCCC1 (tetrahydrofuran). Run in O (water). Reaction conditions: time 16 hour. Yields the product CN(C(OC1=CC(=C(C(=C1)C)SC1=NC=CC=C1)C)=O)C (3,5-dimethyl-4-(2-pyridylthio)phenyl N,N-dimethylcarbamate). Reaction SMILES: [H-].[Na+].O1CCCC1.[CH3:8][C:9]1[CH:10]=[C:11]([OH:23])[CH:12]=[C:13]([CH3:22])[C:14]=1[S:15][C:16]1[CH:21]=[CH:20][CH:19]=[CH:18][N:17]=1.[CH3:24][N:25]([CH3:29])[C:26](Cl)=[O:27]>O>[CH3:24][N:25]([CH3:29])[C:26](=[O:27])[O:23][C:11]1[CH:12]=[C:13]([CH3:22])[C:14]([S:15][C:16]2[CH:21]=[CH:20][CH:19]=[CH:18][N:17]=2)=[C:9]([CH3:8])[CH:10]=1 |f:0.1|. Procedure details: To a stirred suspension of 240 mg. of sodium hydride in 20 ml. of dry tetrahydrofuran is added a solution of 2.31 g. of 3,5-dimethyl-4-(2-pyridylthio)phenol in 30 ml. of dry tetrahydrofuran. After the effervescence has subsided, a solution of 1.1 g. of N,N-dimethylcarbamoyl chloride in 10 ml. of dry tetrahydrofuran is added dropwise. The reaction mixture is stirred at ambient temperature for 16 hours, and then under reflux for 4 hours. The reaction mixture is cooled to room temperature, and then... Starting materials: alkenes, C=CCCCCCC (1-octene), CC(=C)C1=CC=CC=C1 (α-methylstyrene), C[C@@H]1CC[C@H](CC1=O)C(=C)C ((+)-dihydrocarvone), alkenes trans-2-octene, CC1=CC[C@@H](CC1)C(=C)C ((R)-(+)-limonene), C/1=C/CCCCCC1 (cis-cyclooctene), C12C=CC(CC1)C2 (norbornylene). The product is C(C)(C)C1CCC(C(C1)=O)C (5-isopropyl-2-methylcyclohexanone). Yield: 99.0%. RXN SMILES: C=CCCCCCC.CC(C1C=CC=CC=1)=C.C1=CCCCCCC1.C12CC(CC1)C=C2.CC1CC[C@@H](C(C)=C)CC=1.[CH3:43][C@H:44]1[C:49](=[O:50])[CH2:48][C@H:47]([C:51]([CH3:53])=[CH2:52])[CH2:46][CH2:45]1>>[CH:51]([CH:47]1[CH2:48][C:49](=[O:50])[CH:44]([CH3:43])[CH2:45][CH2:46]1)([CH3:53])[CH3:52]. Reported procedure: The yields of the hydrogenated products were determined by gas chromatography (GC). Hydrogenation of terminal alkenes such as 1-octene and α-methylstyrene proceeded readily within 24 hours at room temperature with excellent yields (see Table 1, entries 5-7). Internal alkenes trans-2-octene, cis-cyclooctene, and norbornylene were also hydrogenated at room temperature (see Table 1, entries 8-10). Hydrogenation of (R)-(+)-limonene occurred selectively at the terminal position; the internal tri-subs... Reactants: [C@H]1(CCC2=CC=CC=C12)NC1=NC2=CC=C(C=C2C=C1)N ((R)—N2-Indan-1-yl-quinoline-2,6-diamine), C(C)(C)N=C=O (Isopropyl isocyanate). Run in C1(=CC=CC=C1)C (toluene). Run at temperature 60 celsius, time 2 hour. The product is [C@H]1(CCC2=CC=CC=C12)NC1=NC2=CC=C(C=C2C=C1)NC(=O)NC(C)C (1-[2-((R)-Indan-1-ylamino)-quinolin-6-yl]-3-isopropyl-urea). Yield: 84.0%. Reaction SMILES: [C@H:1]1([NH:10][C:11]2[CH:20]=[CH:19][C:18]3[C:13](=[CH:14][CH:15]=[C:16]([NH2:21])[CH:17]=3)[N:12]=2)[C:9]2[C:4](=[CH:5][CH:6]=[CH:7][CH:8]=2)[CH2:3][CH2:2]1.[CH:22]([N:25]=[C:26]=[O:27])([CH3:24])[CH3:23]>C1(C)C=CC=CC=1>[C@H:1]1([NH:10][C:11]2[CH:20]=[CH:19][C:18]3[C:13](=[CH:14][CH:15]=[C:16]([NH:21][C:26]([NH:25][CH:22]([CH3:24])[CH3:23])=[O:27])[CH:17]=3)[N:12]=2)[C:9]2[C:4](=[CH:5][CH:6]=[CH:7][CH:8]=2)[CH2:3][CH2:2]1. Procedure: (R)—N2-Indan-1-yl-quinoline-2,6-diamine (0.30 g, 1.09 mmol) was dissolved in toluene (5 mL). Isopropyl isocyanate (0.93 g, 1.09 mmol) was added and the reaction mixture was stirred at 60° C. for 2 h. Upon cooling to room temperature a precipitation formed which was filtered off and washed twice with dichloromethane. After drying the title compound was obtained as a white solid (330 mg, 85%); MS: m/e=276.4 (M+H+). Starting materials: C(C(=O)Cl)(=O)Cl (oxalyl chloride), C1=CC(=CC=C1Cl)Cl (dichlorobenzene), NC1=NC=CC=C1NC (2-amino-3-methylaminopyridine). Conditions: time 1 hour. Yields the product CN1C2=C(NC(C1=O)=O)C=CC=N2 (4-Methyl-(1H)pyrido(2,3-b)pyrazine-2,3-dione). As a reaction SMILES: [C:1](Cl)(=[O:5])[C:2](Cl)=[O:3].[CH:7]1C(Cl)=CC=C(Cl)C=1.[NH2:15][C:16]1[C:21]([NH:22]C)=[CH:20][CH:19]=[CH:18][N:17]=1>>[CH3:7][N:15]1[C:2](=[O:3])[C:1](=[O:5])[NH:22][C:21]2[CH:20]=[CH:19][CH:18]=[N:17][C:16]1=2. Procedure: To a mixture of 8 ml. of oxalyl chloride in 150 ml. dichlorobenzene at 60° C. was added lowly 7.5 g. of 2-amino-3-methylaminopyridine. After completion of addition, the temperature of the reaction mixture was allowed to rise to 130° C. It was stirred at this temperature for 1 hour, filtered hot, and the solid washed with ether, m.p. 168°-174° C. The reactants are C1=C(C=CC2=CC=CC=C12)O (β-naphthol), NC1=CC=CC=C1 (aniline), P(OC1=CC=CC=C1)(OC1=CC=CC=C1)OC1=CC=CC=C1 (triphenyl phosphite). Run in O (water). The product is C1(=CC=CC=C1)NC1=CC2=CC=CC=C2C=C1 (N-phenyl-β-naphthylamine). The yield is 97.0%. RXN SMILES: [CH:1]1[C:10]2[C:5](=[CH:6][CH:7]=[CH:8][CH:9]=2)[CH:4]=[CH:3][C:2]=1O.[NH2:12][C:13]1[CH:18]=[CH:17][CH:16]=[CH:15][CH:14]=1.P(OC1C=CC=CC=1)(OC1C=CC=CC=1)OC1C=CC=CC=1>O>[C:13]1([NH:12][C:2]2[CH:3]=[CH:4][C:5]3[C:10](=[CH:9][CH:8]=[CH:7][CH:6]=3)[CH:1]=2)[CH:18]=[CH:17][CH:16]=[CH:15][CH:14]=1. Procedure details: 270 parts of β-naphthol, 175 parts of aniline and 5 parts of triphenyl phosphite are mixed and fused at 130° C. The reaction commences at an internal temperature of 190° C, with elimination of water. After 2 1/2 hours, internal temperature has reached 235° C and 34 parts of water have distilled off. 398 parts of N-phenyl-β-naphthylamine of melting point 100° - 102° are distilled, passing over at 230° C/15 mm Hg. This corresponds to a yield of 97% of theory.